Dataset: the Open Reaction Database (ORD), a public repository of structured organic reaction records. Task: describe an organic reaction: reactants, conditions, products, and yield Starting materials: CC1CN(C(=O)OC(C)(C)C)CC2Cc3ccc(N=C(c4ccccc4)c4ccccc4)cc3N12, CO, ClCCl, [NH4+]. Product: CC1CN(C(=O)OC(C)(C)C)CC2Cc3ccc(N)cc3N12. As a reaction SMILES: [C:1]([CH3:2])([CH3:3])([CH3:4])[O:5][C:6](=[O:7])[N:8]1[CH2:9][CH:10]2[N:11]([c:12]3[cH:13][c:14]([N:19]=[C:20]([c:21]4[cH:22][cH:23][cH:24][cH:25][cH:26]4)[c:27]4[cH:28][cH:29][cH:30][cH:31][cH:32]4)[cH:15][cH:16][c:17]3[CH2:18]2)[CH:33]([CH3:35])[CH2:34]1.[CH3:37][OH:38].[Cl:39][CH2:40][Cl:41].[NH4+:36]>>[C:1]([CH3:2])([CH3:3])([CH3:4])[O:5][C:6](=[O:7])[N:8]1[CH2:9][CH:10]2[N:11]([c:12]3[cH:13][c:14]([NH2:19])[cH:15][cH:16][c:17]3[CH2:18]2)[CH:33]([CH3:35])[CH2:34]1. The reactants are CCOC(=O)c1ncn2c1CN(C)C(=O)c1sccc1-2, CO, N#C[K]. Yields the product COC(=O)c1ncn2c1CN(C)C(=O)c1sccc1-2. Reaction SMILES: [CH3:1][N:2]1[CH2:3][c:4]2[n:5]([cH:13][n:14][c:15]2[C:16](=[O:17])[O:18][CH2:19][CH3:20])-[c:6]2[c:7]([s:10][cH:11][cH:12]2)[C:8]1=[O:9].[CH3:24][OH:25].[K:21][C:22]#[N:23]>>[CH3:1][N:2]1[CH2:3][c:4]2[n:5]([cH:13][n:14][c:15]2[C:16](=[O:17])[O:18][CH3:19])-[c:6]2[c:7]([s:10][cH:11][cH:12]2)[C:8]1=[O:9].